From a dataset of the Open Reaction Database (ORD), a public repository of structured organic reaction records. describe an organic reaction: reactants, conditions, products, and yield Reactants: N1CC(OCC1)CC12C3=CC=CC=C3C(C=3C=CC=CC13)C2 (9-(2-morpholinylmethyl)-9,10-dihydro-9,10-methanoanthracene), C1(CC1)CBr (cyclopropylmethyl bromide), [NH2-].[Na+] (sodium amide). The solvent is C1=CC=CC=C1 (benzene), C1=CC=CC=C1 (benzene), O (water). Product: C1(CC1)CN1CC(OCC1)CC12C3=CC=CC=C3C(C=3C=CC=CC13)C2 (9-(4-cyclopropylmethyl-2-morpholinylmethyl)-9,10-dihydro-9,10-methanoanthracene). RXN SMILES: [NH:1]1[CH2:6][CH2:5][O:4][CH:3]([CH2:7][C:8]23[CH2:22][CH:15]([C:16]4[CH:17]=[CH:18][CH:19]=[CH:20][C:21]=42)[C:14]2[C:9]3=[CH:10][CH:11]=[CH:12][CH:13]=2)[CH2:2]1.[CH:23]1([CH2:26]Br)[CH2:25][CH2:24]1.[NH2-].[Na+]>C1C=CC=CC=1.O>[CH:23]1([CH2:26][N:1]2[CH2:6][CH2:5][O:4][CH:3]([CH2:7][C:8]34[CH2:22][CH:15]([C:16]5[CH:17]=[CH:18][CH:19]=[CH:20][C:21]=53)[C:14]3[C:9]4=[CH:10][CH:11]=[CH:12][CH:13]=3)[CH2:2]2)[CH2:25][CH2:24]1 |f:2.3|. Procedure details: A mixture of 9-(2-morpholinylmethyl)-9,10-dihydro-9,10-methanoanthracene (50 mg), cyclopropylmethyl bromide (40 mg) and sodium amide (15 mg) in dry benzene was refluxed for 10 hours. The reaction mixture was diluted with benzene and water. The benzene layer was washed with water, dried over anhydrous sodium sulfate and evaporated to dryness to give 9-(4-cyclopropylmethyl-2-morpholinylmethyl)-9,10-dihydro-9,10-methanoanthracene, M.P. 88° - 90° C. Starting materials: C1(=CC=CC=C1)P(C1=CC=CC=C1)C1=CC=CC=C1 (triphenyl-phosphine), C([O-])(O)=O.[Na+] (Sodium bicarbonate), CC(=O)C1=CC=C(C=C1)Br (4-bromoacetophenone), C(C(C)=C)O (methallyl alcohol), C(C)(C)N(CC)C(C)C (diisopropylethylamine). Run in CC(=O)N(C)C (dimethylacetamide). Conditions: temperature 130 celsius, time 2 hour. Product: CC(=O)C1=CC=C(C=C1)Br (4-bromoacetophenone), 3-Cp-acetylphenyl, CC(C=O)C (2-methylpropanal). RXN SMILES: C1(P(C2C=CC=CC=2)C2C=CC=CC=2)C=CC=CC=1.C(=O)(O)[O-].[Na+].[CH3:25][C:26]([C:28]1[CH:33]=[CH:32][C:31]([Br:34])=[CH:30][CH:29]=1)=[O:27].[CH2:35]([OH:39])[C:36](=[CH2:38])[CH3:37].C(N(C(C)C)CC)(C)C>CC(N(C)C)=O.C([O-])(=O)C.[Pd+2].C([O-])(=O)C>[CH3:25][C:26]([C:28]1[CH:33]=[CH:32][C:31]([Br:34])=[CH:30][CH:29]=1)=[O:27].[CH3:37][CH:36]([CH3:38])[CH:35]=[O:39] |f:1.2,7.8.9|. The reagents and catalysts are C(C)(=O)[O-].[Pd+2].C(C)(=O)[O-] (palladium acetate). Procedure details: 0.2 palladium acetate and 0.48 g triphenyl-phosphine were dissolved in 40 ml dimethylacetamide. Sodium bicarbonate (10 g), 4-bromoacetophenone (19.9g), methallyl alcohol (10.8 g), and diisopropylethylamine (1.0 g) were added and the mixture was heated to 130° C with stirring. After 2 hours, a 100% conversion of 4-bromoacetophenone to 3-Cp-acetylphenyl)-2-methylpropanal was obtained. The reactants are O=C1CCC(=O)N1Br, CC#N, Nc1cccc(F)n1. Yields the product Nc1ccc(Br)c(F)n1. As a reaction SMILES: [Br:9][N:10]1[C:11](=[O:12])[CH2:13][CH2:14][C:15]1=[O:16].[CH3:17][C:18]#[N:19].[F:1][c:2]1[cH:3][cH:4][cH:5][c:6]([NH2:8])[n:7]1>>[F:1][c:2]1[c:3]([Br:9])[cH:4][cH:5][c:6]([NH2:8])[n:7]1. Reactants: CC1CNC(C)CN1, CCSC1=NC(=O)C(=Cc2ccc3c(cnn3Cc3ccc(Cl)cc3C(F)(F)F)c2)S1. The product is CC1CN(C2=NC(=O)C(=Cc3ccc4c(cnn4Cc4ccc(Cl)cc4C(F)(F)F)c3)S2)C(C)CN1. As a reaction SMILES: [CH3:32][CH:33]1[NH:34][CH2:35][CH:36]([CH3:39])[NH:37][CH2:38]1.[Cl:1][c:2]1[cH:3][c:4]([C:28]([F:29])([F:30])[F:31])[c:5]([CH2:6][n:7]2[n:8][cH:9][c:10]3[cH:11][c:12]([CH:16]=[C:17]4[C:18](=[O:25])[N:19]=[C:20]([S:22][CH2:23][CH3:24])[S:21]4)[cH:13][cH:14][c:15]23)[cH:26][cH:27]1>>[Cl:1][c:2]1[cH:3][c:4]([C:28]([F:29])([F:30])[F:31])[c:5]([CH2:6][n:7]2[n:8][cH:9][c:10]3[cH:11][c:12]([CH:16]=[C:17]4[C:18](=[O:25])[N:19]=[C:20]([N:34]5[CH:33]([CH3:32])[CH2:38][NH:37][CH:36]([CH3:39])[CH2:35]5)[S:21]4)[cH:13][cH:14][c:15]23)[cH:26][cH:27]1. The reactants are Brc1cncc(OCc2ccccc2)c1, CC(C)(C)OC(=O)N1CC2CC1CN2. The product is CC(C)(C)OC(=O)N1CC2CC1CN2c1cncc(OCc2ccccc2)c1. Reaction SMILES: [CH2:15]([c:16]1[cH:17][cH:18][cH:19][cH:20][cH:21]1)[O:22][c:23]1[cH:24][c:25]([Br:29])[cH:26][n:27][cH:28]1.[CH:1]12[N:2]([C:8](=[O:9])[O:10][C:11]([CH3:12])([CH3:13])[CH3:14])[CH2:3][CH:4]([NH:5][CH2:6]1)[CH2:7]2>>[CH:1]12[N:2]([C:8](=[O:9])[O:10][C:11]([CH3:12])([CH3:13])[CH3:14])[CH2:3][CH:4]([N:5]([c:25]3[cH:24][c:23]([O:22][CH2:15][c:16]4[cH:17][cH:18][cH:19][cH:20][cH:21]4)[cH:28][n:27][cH:26]3)[CH2:6]1)[CH2:7]2. Reactants: ClC1=C(C=CC(=C1)Cl)C(=O)N=C=S (2,4-dichloro-1-benzenecarbonyl isothiocyanate), ClC1=C(C=CC(=C1)Cl)C(=O)Cl (2,4-dichloro-1-benzenecarbonyl chloride), ClC=1C=C(N)C=CC1OC1=CC=NC2=CC(=C(C=C12)OC)OC (3-Chloro-4-[(6,7-dimethoxy-4-quinolyl)oxy]aniline). Run in C(C)O (ethanol), C(C)O (ethanol), C1(=CC=CC=C1)C (toluene). Run at time 2 hour. Product: ClC1=C(C=CC(=C1)Cl)C(=O)N=C=S (2,4-Dichloro-1-benzenecarbonyl isothiocyanate), ClC=1C=C(C=CC1OC1=CC=NC2=CC(=C(C=C12)OC)OC)NC(=S)NC(C1=C(C=C(C=C1)Cl)Cl)=O (N-{3-Chloro-4-[(6,7-dimethoxy-4-quinolyl)oxy]phenyl}-N′-(2,4-dichlorobenzoyl)thiourea). The yield is 62.0%. Reaction SMILES: ClC1C=C(Cl)C=CC=1C(Cl)=O.[Cl:12][C:13]1[CH:14]=[C:15]([CH:17]=[CH:18][C:19]=1[O:20][C:21]1[C:30]2[C:25](=[CH:26][C:27]([O:33][CH3:34])=[C:28]([O:31][CH3:32])[CH:29]=2)[N:24]=[CH:23][CH:22]=1)[NH2:16].[Cl:35][C:36]1[CH:41]=[C:40]([Cl:42])[CH:39]=[CH:38][C:37]=1[C:43]([N:45]=[C:46]=[S:47])=[O:44]>C1(C)C=CC=CC=1.C(O)C>[Cl:35][C:36]1[CH:41]=[C:40]([Cl:42])[CH:39]=[CH:38][C:37]=1[C:43]([N:45]=[C:46]=[S:47])=[O:44].[Cl:12][C:13]1[CH:14]=[C:15]([NH:16][C:46]([NH:45][C:43](=[O:44])[C:37]2[CH:38]=[CH:39][C:40]([Cl:42])=[CH:41][C:36]=2[Cl:35])=[S:47])[CH:17]=[CH:18][C:19]=1[O:20][C:21]1[C:30]2[C:25](=[CH:26][C:27]([O:33][CH3:34])=[C:28]([O:31][CH3:32])[CH:29]=2)[N:24]=[CH:23][CH:22]=1. Procedure details: 2,4-Dichloro-1-benzenecarbonyl isothiocyanate was prepared using commercially available 2,4-dichloro-1-benzenecarbonyl chloride (80 mg) as a starting compound according to the description of the literature. 3-Chloro-4-[(6,7-dimethoxy-4-quinolyl)oxy]aniline (50 mg) was dissolved in toluene (5 ml) and ethanol (1 ml) to prepare a solution. A solution of 2,4-dichloro-1-benzenecarbonyl isothiocyanate in ethanol (1 ml) was then added to the solution, and the mixture was stirred at room temperature for... Reactants: Cc1nc(C)c(CO)s1, N#Cc1cnn2c(C3CCCCC3)c(-c3ccc(O)cc3)cnc12, CC(C)OC(=O)N=NC(=O)OC(C)C, C1CCOC1, c1ccc(P(c2ccccc2)c2ccccc2)cc1. The product is Cc1nc(C)c(COc2ccc(-c3cnc4c(C#N)cnn4c3C3CCCCC3)cc2)s1. As a reaction SMILES: [CH3:25][c:26]1[s:27][c:28]([CH2:32][OH:33])[c:29]([CH3:31])[n:30]1.[CH:1]1([c:7]2[c:8](-[c:18]3[cH:19][cH:20][c:21]([OH:24])[cH:22][cH:23]3)[cH:9][n:10][c:11]3[n:12]2[n:13][cH:14][c:15]3[C:16]#[N:17])[CH2:2][CH2:3][CH2:4][CH2:5][CH2:6]1.[O:53]=[C:54]([O:55][CH:56]([CH3:57])[CH3:58])[N:59]=[N:60][C:61]([O:62][CH:63]([CH3:64])[CH3:65])=[O:66].[O:67]1[CH2:68][CH2:69][CH2:70][CH2:71]1.[c:34]1([P:35]([c:36]2[cH:37][cH:38][cH:39][cH:40][cH:41]2)[c:42]2[cH:43][cH:44][cH:45][cH:46][cH:47]2)[cH:48][cH:49][cH:50][cH:51][cH:52]1>>[CH:1]1([c:7]2[c:8](-[c:18]3[cH:19][cH:20][c:21]([O:24][CH2:32][c:28]4[s:27][c:26]([CH3:25])[n:30][c:29]4[CH3:31])[cH:22][cH:23]3)[cH:9][n:10][c:11]3[n:12]2[n:13][cH:14][c:15]3[C:16]#[N:17])[CH2:2][CH2:3][CH2:4][CH2:5][CH2:6]1. The product is C(C)(=O)NCC=1SC=C(N1)C=1N=C(SC1)N (4-(2-acetylaminomethylthiazol-4-yl)-2-aminothiazole). RXN SMILES: Br.[NH2:2][C:3]1[S:4][CH:5]=[C:6]([C:8](=O)[CH2:9]Br)[N:7]=1.[C:12]([CH2:15][NH:16][C:17](=[O:19])[CH3:18])(=[S:14])[NH2:13]>C(O)C>[C:17]([NH:16][CH2:15][C:12]1[S:14][CH:9]=[C:8]([C:6]2[N:7]=[C:3]([NH2:2])[S:4][CH:5]=2)[N:13]=1)(=[O:19])[CH3:18] |f:0.1|. Solvent: C(C)O (ethanol). Isolated yield 49.7%. The reactants are Br.NC=1SC=C(N1)C(CBr)=O (2-amino-4-bromoacetylthiazole hydrobromide), C(N)(=S)CNC(C)=O (N-[(thiocarbamoyl)methyl]-acetamide). Reported procedure: A suspension of 2-amino-4-bromoacetylthiazole hydrobromide (14.0 g) and N-[(thiocarbamoyl)methyl]-acetamide (6.1 g) in ethanol (300 ml) was stirred at room temperature for 24 hours. The insoluble material was removed by filtration. The solvent was removed under reduced pressure. The residue was suspended in water (300 ml). The mixture was alkalized to pH 10 with a saturated aqueous potassium carbonate solution and then was extracted with a mixture of ethyl acetate (500 ml) and tetrahydrofuran (1... Reaction conditions: time 24 hour. Starting materials: Cc1cc(C)cc(C(=O)N(N)C(C)(C)C)c1, O=C([O-])[O-], ClCCl, CCc1ccc(C(=O)Cl)c(F)c1, [K+], [K+], O. The product is CCc1ccc(C(=O)NN(C(=O)c2cc(C)cc(C)c2)C(C)(C)C)c(F)c1. Reaction SMILES: [C:1]([CH3:2])([CH3:3])([CH3:4])[N:5]([NH2:6])[C:7]([c:8]1[cH:9][c:10]([CH3:15])[cH:11][c:12]([CH3:14])[cH:13]1)=[O:16].[C:29](=[O:30])([O-:31])[O-:32].[CH2:35]([Cl:36])[Cl:37].[F:17][c:18]1[c:19]([C:20](=[O:21])[Cl:22])[cH:23][cH:24][c:25]([CH2:27][CH3:28])[cH:26]1.[K+:33].[K+:34].[OH2:38]>>[C:1]([CH3:2])([CH3:3])([CH3:4])[N:5]([NH:6][C:20]([c:19]1[c:18]([F:17])[cH:26][c:25]([CH2:27][CH3:28])[cH:24][cH:23]1)=[O:21])[C:7]([c:8]1[cH:9][c:10]([CH3:15])[cH:11][c:12]([CH3:14])[cH:13]1)=[O:16].